This data is from the Open Reaction Database (ORD), a public repository of structured organic reaction records. The task is: describe an organic reaction: reactants, conditions, products, and yield Reactants: Cl (hydrochloric acid), C(C)(C)(C)C1=CC=C(C=O)C=C1 (p-tert.-butyl-benzaldehyde), C(C)C(=O)C (methyl ethyl ketone). Run in CCOCC (ether). Run at time 22 hour. Yields the product C(C)(C)(C)C1=CC=C(C=C1)C=C(C(C)=O)C (4-(p-tert.butyl-phenyl)-3-methyl-3-buten-2-one). As a reaction SMILES: Cl.[C:2]([C:6]1[CH:13]=[CH:12][C:9]([CH:10]=O)=[CH:8][CH:7]=1)([CH3:5])([CH3:4])[CH3:3].[CH2:14]([C:16]([CH3:18])=[O:17])[CH3:15]>CCOCC>[C:2]([C:6]1[CH:13]=[CH:12][C:9]([CH:10]=[C:14]([CH3:15])[C:16](=[O:17])[CH3:18])=[CH:8][CH:7]=1)([CH3:5])([CH3:4])[CH3:3]. Procedure: 300 g of 32% hydrochloric acid are added dropwise at 15°-20° C. over a period of 1 hour to a mixture of 300 g of p-tert.-butyl-benzaldehyde and 300 g of methyl ethyl ketone and the mixture is left to stir at room temperature for 22 hours. Subsequently, the mixture is taken up in 200 ml of ether, washed with water and saturated sodium bicarbonate solution, dried over sodium sulphate and concentrated. By fractional distillation there is obtained pure 4-(p-tert.butyl-phenyl)-3-methyl-3-buten-2-one ...